This data is from the Open Reaction Database (ORD), a public repository of structured organic reaction records. The task is: describe an organic reaction: reactants, conditions, products, and yield The reactants are CCC(=O)CBr, CCOC(=O)CC#N, C1CCC2=NCCCN2CC1, c1ccccc1. Product: CCOC(=O)C(C#N)CC(=O)CC. RXN SMILES: [Br:20][CH2:21][C:22]([CH2:23][CH3:24])=[O:25].[C:1](#[N:2])[CH2:3][C:4](=[O:5])[O:6][CH2:7][CH3:8].[N:9]12[CH2:10][CH2:11][CH2:12][N:13]=[C:14]1[CH2:15][CH2:16][CH2:17][CH2:18][CH2:19]2.[cH:26]1[cH:27][cH:28][cH:29][cH:30][cH:31]1>>[C:1](#[N:2])[CH:3]([C:4](=[O:5])[O:6][CH2:7][CH3:8])[CH2:21][C:22]([CH2:23][CH3:24])=[O:25]. Reactants: O=C1c2ccccc2C(=O)N1COc1ccc(Cl)cc1F, O=[N+]([O-])O. Product: O=C1c2ccccc2C(=O)N1COc1c(F)cc(Cl)cc1[N+](=O)[O-]. RXN SMILES: [Cl:1][c:2]1[cH:3][cH:4][c:5]([O:9][CH2:10][N:11]2[C:12](=[O:21])[c:13]3[c:14]([cH:17][cH:18][cH:19][cH:20]3)[C:15]2=[O:16])[c:6]([F:8])[cH:7]1.[OH:22][N+:23]([O-:24])=[O:25]>>[Cl:1][c:2]1[cH:3][c:4]([N+:23](=[O:22])[O-:24])[c:5]([O:9][CH2:10][N:11]2[C:12](=[O:21])[c:13]3[c:14]([cH:17][cH:18][cH:19][cH:20]3)[C:15]2=[O:16])[c:6]([F:8])[cH:7]1. Starting materials: O.[OH-].[Li+] (lithium hydroxide hydrate), C(C)O (ethanol), FC=1C(=C(C(=C2C1C(=O)OC2=O)F)F)F (tetrafluorophthalic anhydride). Solvent: O (water), O (water). Reaction conditions: temperature 140 celsius. Yields the product C(C)OC=1C(=C(C(=O)O)C=C(C1F)F)F (3-ethoxy-2,4,5-trifluorobenzoic acid). Yield: 77.5%. As a reaction SMILES: [F:1][C:2]1[C:3](F)=[C:4]([F:14])[C:5]([F:13])=[C:6]2C(=O)[O:10][C:8](=[O:9])[C:7]=12.O.[OH-].[Li+].[CH2:19]([OH:21])[CH3:20]>O>[CH2:19]([O:21][C:3]1[C:2]([F:1])=[C:7]([CH:6]=[C:5]([F:13])[C:4]=1[F:14])[C:8]([OH:10])=[O:9])[CH3:20] |f:1.2.3|. Procedure details: 4.4 g (20 mmol) of tetrafluorophthalic anhydride are dissolved in 3 g of water and 30 g of ethanol, 4.2 g of lithium hydroxide hydrate are added, and the mixture is heated at reflux for 48 hours. Then 50 g of water are added and an ethanol/water mixture (31.9 g) is distilled off until a head temperature of 100° C. is reached. Subsequently a pH of 0.6 is established by adding 19 g of 30% strength hydrochloric acid, and the mixture is extracted using a mixture of 20 g of 1,2-dichlorobenzene and 10... Run in C(Cl)(Cl)Cl (chloroform). Yields the product ClCC1=CC2=CC(=C(C(=C2C=C1)OC)OC)OC (2-chloromethyl-5,6,7-trimethoxynaphthalene). The reactants are OCC1=CC2=CC(=C(C(=C2C=C1)OC)OC)OC (2-Hydroxymethyl-5,6,7-trimethoxynaphthalene), ice water, C(O)([O-])=O.[Na+] (sodium hydrogencarbonate), S(=O)(Cl)Cl (thionyl chloride). Run at time 5 hour. Procedure: 2-Hydroxymethyl-5,6,7-trimethoxynaphthalene (781 mg) was dissolved in chloroform (6 mL), and thionyl chloride (561 mL) was added dropwise to the solution. After stirring at room temperature for 5 hours, the reaction mixture was poured into ice water, and sodium hydrogencarbonate was added to adjust the pH of the reaction mixture to 8 to conduct extraction with ethyl acetate. The resultant organic layer was washed with saturated brine, dried over anhydrous magnesium sulfate and then concentrated ... Reaction SMILES: O[CH2:2][C:3]1[CH:12]=[CH:11][C:10]2[C:5](=[CH:6][C:7]([O:17][CH3:18])=[C:8]([O:15][CH3:16])[C:9]=2[O:13][CH3:14])[CH:4]=1.S(Cl)([Cl:21])=O.C(=O)([O-])O.[Na+]>C(Cl)(Cl)Cl>[Cl:21][CH2:2][C:3]1[CH:12]=[CH:11][C:10]2[C:5](=[CH:6][C:7]([O:17][CH3:18])=[C:8]([O:15][CH3:16])[C:9]=2[O:13][CH3:14])[CH:4]=1 |f:2.3|. Reactants: O1C(=CC=C1)C(CC(C(=O)N[C@H](CC1=CNC=N1)C(=O)OC)CC1=CC=CC=C1)=O (methyl (R)-N-[4-(2-furanyl)-1,4-dioxo-2-(phenylmethyl)butyl]-L-histidinate), [OH-].[Na+] (sodium hydroxide). Solvent: CO (methanol). Conditions: time 2 hour. Yields the product O1C(=CC=C1)C(CC(C(=O)N[C@H](CC1=CNC=N1)C(=O)O)CC1=CC=CC=C1)=O ((R)-N-[4-(2-Furanyl)-1,4-dioxo-2-(phenylmethyl)-butyl]-L-histidine). The yield is 0.0%. As a reaction SMILES: [O:1]1[CH:5]=[CH:4][CH:3]=[C:2]1[C:6](=[O:30])[CH2:7][CH:8]([CH2:23][C:24]1[CH:29]=[CH:28][CH:27]=[CH:26][CH:25]=1)[C:9]([NH:11][C@@H:12]([C:19]([O:21]C)=[O:20])[CH2:13][C:14]1[N:18]=[CH:17][NH:16][CH:15]=1)=[O:10].[OH-].[Na+]>CO>[O:1]1[CH:5]=[CH:4][CH:3]=[C:2]1[C:6](=[O:30])[CH2:7][CH:8]([CH2:23][C:24]1[CH:25]=[CH:26][CH:27]=[CH:28][CH:29]=1)[C:9]([NH:11][C@@H:12]([C:19]([OH:21])=[O:20])[CH2:13][C:14]1[N:18]=[CH:17][NH:16][CH:15]=1)=[O:10] |f:1.2|. Procedure: A mixture of 0,581 g of methyl (R)-N-[4-(2-furanyl)-1,4-dioxo-2-(phenylmethyl)butyl]-L-histidinate, 1.8 ml of methanol and 1.8 ml of 1N sodium hydroxide is stirred at room temperature for 2 hours. The solvent is removed, water added and the pH adjusted to pH 4 to pH 5. The mixture is extracted with dichloromethane (5×10 ml), the extract dried (Na2SO4) and the solvent removed to give 0.26 g of product as a white foam. The aqueous layer is extracted again with ethyl acetate (3×10 ml) and with chlo... Starting materials: C(#N)C=1C=C(C=NC1)C1=CC=C(C=C1)C(C(=O)O)(C)C (2-(4-(5-cyanopyridin-3-yl)phenyl)-2-methylpropanoic acid), NCC(O)C=1OC=CC1 (2-amino-1-(furan-2-yl)ethanol). The product is C(#N)C=1C=C(C=NC1)C1=CC=C(C=C1)C(C(=O)NCC(O)C=1OC=CC1)(C)C (2-(4-(5-cyanopyridin-3-yl)phenyl)-N-(2-(furan-2-yl)-2-hydroxyethyl)-2-methylpropanamide). Yield: 75.0%. RXN SMILES: [C:1]([C:3]1[CH:4]=[C:5]([C:9]2[CH:14]=[CH:13][C:12]([C:15]([CH3:20])([CH3:19])[C:16]([OH:18])=O)=[CH:11][CH:10]=2)[CH:6]=[N:7][CH:8]=1)#[N:2].[NH2:21][CH2:22][CH:23]([C:25]1[O:26][CH:27]=[CH:28][CH:29]=1)[OH:24]>>[C:1]([C:3]1[CH:4]=[C:5]([C:9]2[CH:10]=[CH:11][C:12]([C:15]([CH3:20])([CH3:19])[C:16]([NH:21][CH2:22][CH:23]([C:25]3[O:26][CH:27]=[CH:28][CH:29]=3)[OH:24])=[O:18])=[CH:13][CH:14]=2)[CH:6]=[N:7][CH:8]=1)#[N:2]. Procedure: Prepared in a similar manner to Example 3 starting from 2-(4-(5-cyanopyridin-3-yl)phenyl)-2-methylpropanoic acid (example 21a) and 2-amino-1-(furan-2-yl)ethanol. Yield: 75%. 1H NMR (400 MHz, DMSO): δ 1.41 (s, 6H), 3.26 (m, 1H), 3.41 (m, 1H), 4.63 (t, 1H), 5.45 (br-s, 1H), 6.21-6.22 (d, 1H), 6.35 (t, 1H), 7.34 (t, 3H), 7.35-7.37 (dd, 2H), 7.54-7.55 (d, 1H), 7.71-7.73 (dd, 2H), 8.61 (t, 1H), 8.97-8.98 (d, 1H), 9.15-9.16 (d, 1H). MS (M+H, 358). The reactants are CN1C=C(C(=C1)C)C(=O)O (1,4-dimethyl-1H-pyrrole-3-carboxylic acid), NC=1C=C(OC=2C=CC=3N(C2)N=C(N3)NC(=O)C3CC3)C=CC1 (N-[6-(3-aminophenoxy)[1,2,4]triazolo[1,5-a]pyridin-2-yl]cyclopropanecarboxamide), O1CCCC1 (tetrahydrofuran), C(C(=O)Cl)(=O)Cl (oxalyl chloride). The reagents and catalysts are CN(C=O)C (N,N-dimethylformamide). Solvent: CN(C(C)=O)C (N,N-dimethylacetamide). The product is C1(CC1)C(=O)NC1=NN2C(C=CC(=C2)OC=2C=C(C=CC2)NC(=O)C2=CN(C=C2C)C)=N1 (N-[3-({2-[(cyclopropylcarbonyl)amino][1,2,4]triazolo[1,5-a]pyridin-6-yl}oxy)phenyl]-1,4-dimethyl-1H-pyrrole-3-carboxamide). The yield is 28.5%. Reaction SMILES: [CH3:1][N:2]1[CH:6]=[C:5]([CH3:7])[C:4]([C:8]([OH:10])=O)=[CH:3]1.O1CCCC1.C(Cl)(=O)C(Cl)=O.[NH2:22][C:23]1[CH:24]=[C:25]([CH:42]=[CH:43][CH:44]=1)[O:26][C:27]1[CH:28]=[CH:29][C:30]2[N:31]([N:33]=[C:34]([NH:36][C:37]([CH:39]3[CH2:41][CH2:40]3)=[O:38])[N:35]=2)[CH:32]=1>CN(C)C=O.CN(C)C(=O)C>[CH:39]1([C:37]([NH:36][C:34]2[N:35]=[C:30]3[CH:29]=[CH:28][C:27]([O:26][C:25]4[CH:24]=[C:23]([NH:22][C:8]([C:4]5[C:5]([CH3:7])=[CH:6][N:2]([CH3:1])[CH:3]=5)=[O:10])[CH:44]=[CH:43][CH:42]=4)=[CH:32][N:31]3[N:33]=2)=[O:38])[CH2:40][CH2:41]1. Procedure details: In the same manner as in Example 18-4 and using 1,4-dimethyl-1H-pyrrole-3-carboxylic acid (270 mg, 1.94 mmol), tetrahydrofuran (7 mL), oxalyl chloride (203 μL, 2.32 mmol), N-[6-(3-aminophenoxy)[1,2,4]triazolo[1,5-a]pyridin-2-yl]cyclopropanecarboxamide (200 mg, 0.646 mmol), N,N-dimethylformamide (1 drop) and N,N-dimethylacetamide (3 mL) as starting materials, the title compound (79.2 mg, 28%) was obtained as a white solid. The reactants are ClC=1C=NC(=NC1)C1CCNCC1 (5-chloro-2-piperidin-4-ylpyrimidine), C1(=CC=CC=C1)C1=NN(C(=C1)C1=CC=CC=C1)CC(=O)O ((3,5-diphenyl-pyrazol-1-yl)-acetic acid), CCN(C(C)C)C(C)C (DIPEA), CN(C)C(=[N+](C)C)ON1C2=C(C=CC=C2)N=N1.[B-](F)(F)(F)F (TBTU), N (NH3). The solvent is CN(C)C=O (DMF), CO.O (methanol water). Run at time 5 minute. Product: C1(=CC=CC=C1)C1=NN(C(=C1)C1=CC=CC=C1)CC(=O)N1CCC(CC1)C1=NC=C(C=N1)Cl (2-(3,5-diphenyl-pyrazol-1-yl)-1-(4-(5-chloro-pyrimidin-2-yl)-1-piperidinyl)-ethanon). The yield is 23.9%. Reaction SMILES: [C:1]1([C:7]2[CH:11]=[C:10]([C:12]3[CH:17]=[CH:16][CH:15]=[CH:14][CH:13]=3)[N:9]([CH2:18][C:19](O)=[O:20])[N:8]=2)[CH:6]=[CH:5][CH:4]=[CH:3][CH:2]=1.CCN(C(C)C)C(C)C.CN(C(ON1N=NC2C=CC=CC1=2)=[N+](C)C)C.[B-](F)(F)(F)F.[Cl:53][C:54]1[CH:55]=[N:56][C:57]([CH:60]2[CH2:65][CH2:64][NH:63][CH2:62][CH2:61]2)=[N:58][CH:59]=1.N>CN(C=O)C.CO.O>[C:1]1([C:7]2[CH:11]=[C:10]([C:12]3[CH:17]=[CH:16][CH:15]=[CH:14][CH:13]=3)[N:9]([CH2:18][C:19]([N:63]3[CH2:62][CH2:61][CH:60]([C:57]4[N:56]=[CH:55][C:54]([Cl:53])=[CH:59][N:58]=4)[CH2:65][CH2:64]3)=[O:20])[N:8]=2)[CH:6]=[CH:5][CH:4]=[CH:3][CH:2]=1 |f:2.3,7.8|. Reported procedure: 28 mg (3,5-diphenyl-pyrazol-1-yl)-acetic acid was dissolved in 2 mL DMF and 26 mg DIPEA and 32 mg TBTU were added to this solution and the reaction was stirred for 5 minutes at RT. The mixture was added to 20 mg 5-chloro-2-piperidin-4-ylpyrimidine and stirred for 2 h. The reaction was cleaned by RP-chromatographie (methanol/water, 0.1% NH3) to yield 11 mg of the desired compound. Rt: 2.38 (method A), (M+H)+: 458